This data is from the Open Reaction Database (ORD), a public repository of structured organic reaction records. The task is: describe an organic reaction: reactants, conditions, products, and yield Reactants: ClC1=NC=CC(=N1)NC1=NOC(=C1)C12CC3CC(CC(C1)C3)C2 (2-chloro-N4-(5-adamantylisoxazol-3-yl)-4-pyrimidineamine), CC1=C(N)C=C(C(=C1)OC)OC (2-methyl-4,5-dimethoxyaniline), C26H31N5O3. The product is COC1=CC(=C(C=C1OC)NC1=NC=CC(=N1)NC1=NOC(=C1)C12CC3CC(CC(C1)C3)C2)C (N2-(4,5-Dimethoxy-2-methylphenyl)-N4-(5-adamantylisoxazol-3-yl)-2,4-pyrimidinediamine). Reaction SMILES: Cl[C:2]1[N:7]=[C:6]([NH:8][C:9]2[CH:13]=[C:12]([C:14]34[CH2:23][CH:18]5[CH2:19][CH:20]([CH2:22][CH:16]([CH2:17]5)[CH2:15]3)[CH2:21]4)[O:11][N:10]=2)[CH:5]=[CH:4][N:3]=1.[CH3:24][C:25]1[CH:31]=[C:30]([O:32][CH3:33])[C:29]([O:34][CH3:35])=[CH:28][C:26]=1[NH2:27]>>[CH3:33][O:32][C:30]1[C:29]([O:34][CH3:35])=[CH:28][C:26]([NH:27][C:2]2[N:7]=[C:6]([NH:8][C:9]3[CH:13]=[C:12]([C:14]45[CH2:23][CH:18]6[CH2:19][CH:20]([CH2:22][CH:16]([CH2:17]6)[CH2:15]4)[CH2:21]5)[O:11][N:10]=3)[CH:5]=[CH:4][N:3]=2)=[C:25]([CH3:24])[CH:31]=1. Procedure details: The title compound was prepared by the method described in Example 1 using 2-chloro-N4-(5-adamantylisoxazol-3-yl)-4-pyrimidineamine and 2-methyl-4,5-dimethoxyaniline. MS (MH+)=462.2; Calc'd for C26H31N5O3— 461.57. Starting materials: O(C1=CC=CC=C1)C=1C=C(C=CC1)C1=NOC(=C1)CCC=O (3-[3-(3-phenoxyphenyl)isoxazol-5-yl]propanal), FC(C1=C(CN2CCNCC2)C=CC=C1)(F)F (1-[2-(trifluoromethyl)benzyl]piperazine), [BH-](OC(=O)C)(OC(=O)C)OC(=O)C.[Na+] (NaBH(OAc)3). Run in C(Cl)Cl (methylene chloride). The product is O(C1=CC=CC=C1)C1=CC(=CC=C1)C1=NOC(=C1)CCCN1CCN(CC1)CC1=C(C=CC=C1)C(F)(F)F (1-Phenoxy-3-{5-[3-(4-{[2-(trifluoromethyl)phenyl]methyl}piperazinyl)propyl]isoxazol-3-yl}benzene). The yield is 93.9%. RXN SMILES: [O:1]([C:8]1[CH:9]=[C:10]([C:14]2[CH:18]=[C:17]([CH2:19][CH2:20][CH:21]=O)[O:16][N:15]=2)[CH:11]=[CH:12][CH:13]=1)[C:2]1[CH:7]=[CH:6][CH:5]=[CH:4][CH:3]=1.[F:23][C:24]([F:39])([F:38])[C:25]1[CH:37]=[CH:36][CH:35]=[CH:34][C:26]=1[CH2:27][N:28]1[CH2:33][CH2:32][NH:31][CH2:30][CH2:29]1.[BH-](OC(C)=O)(OC(C)=O)OC(C)=O.[Na+]>C(Cl)Cl>[O:1]([C:8]1[CH:13]=[CH:12][CH:11]=[C:10]([C:14]2[CH:18]=[C:17]([CH2:19][CH2:20][CH2:21][N:31]3[CH2:30][CH2:29][N:28]([CH2:27][C:26]4[CH:34]=[CH:35][CH:36]=[CH:37][C:25]=4[C:24]([F:38])([F:39])[F:23])[CH2:33][CH2:32]3)[O:16][N:15]=2)[CH:9]=1)[C:2]1[CH:3]=[CH:4][CH:5]=[CH:6][CH:7]=1 |f:2.3|. Procedure details: About 2 min after dissolving 3-[3-(3-phenoxyphenyl)isoxazol-5-yl]propanal (10 mg, 0.03 mmol) and 1-[2-(trifluoromethyl)benzyl]piperazine (7.1, 0.03 mmol) in 2 mL of dry methylene chloride, were added NaBH(OAc)3 (22 mg, 0.10 mmol) and molecular sieves (5 beads). The reaction mixture was reacted for 4 hr and followed the same processes as in Example 1 to obtain 14.7 mg (82.7%) of the target compound.